This data is from the Open Reaction Database (ORD), a public repository of structured organic reaction records. The task is: describe an organic reaction: reactants, conditions, products, and yield Reactants: COC1=C(C(=CC=C1)[N+](=O)[O-])C (2-methoxy-6-nitrotoluene), BrN1C(CCC1=O)=O (N-bromosuccinimide), C(C)(C)(C)OO (t-butylhydroperoxide). Procedure details: A solution of 2-methoxy-6-nitrotoluene (28.2 g, 159 mmol) and N-bromosuccinimide (26.5 g, 159 mmol) in 350 mL CCl4 was treated with a catalytic amount of t-butylhydroperoxide and irradiated with a floodlamp while stirring for 3 hours. The solids formed were filtered and the filtrate concentrated to give 4.0 g of a yellow solid. The yield is 10.2%. Run in C(Cl)(Cl)(Cl)Cl (CCl4). Run at time 3 hour. Product: COC1=C(CBr)C(=CC=C1)[N+](=O)[O-] (2-Methoxy-6-nitrobenzyl Bromide). Reaction SMILES: [CH3:1][O:2][C:3]1[CH:8]=[CH:7][CH:6]=[C:5]([N+:9]([O-:11])=[O:10])[C:4]=1[CH3:12].[Br:13]N1C(=O)CCC1=O.C(OO)(C)(C)C>C(Cl)(Cl)(Cl)Cl>[CH3:1][O:2][C:3]1[CH:8]=[CH:7][CH:6]=[C:5]([N+:9]([O-:11])=[O:10])[C:4]=1[CH2:12][Br:13].